This data is from the Open Reaction Database (ORD), a public repository of structured organic reaction records. The task is: describe an organic reaction: reactants, conditions, products, and yield The reactants are C(C(=O)Cl)(=O)Cl (oxalyl chloride), C(C)(C)(C)OC(=O)N[C@H]1CC[C@H](CC1)OC1=C(C(=S)O)C=CC(=C1)C (2-(cis-4-tert-butoxycarbonylaminocyclohexyloxy)-4-methylthiobenzoic acid), N1=CC=CC=C1 (pyridine), NC=1C(=NC=CC1)C(=O)NC1=NC=C(C=C1)Cl (3-amino-N-(5-chloropyridin-2-yl)-pyridine-2-carboxamide), N1=CC=CC=C1 (pyridine). The reagents and catalysts are CN(C)C=O (DMF). Reaction conditions: time 11 minute. As a reaction SMILES: C(Cl)(=O)C(Cl)=O.[C:7]([O:11][C:12]([NH:14][C@@H:15]1[CH2:20][CH2:19][C@H:18]([O:21][C:22]2[CH:30]=[C:29]([CH3:31])[CH:28]=[CH:27][C:23]=2[C:24](O)=[S:25])[CH2:17][CH2:16]1)=[O:13])([CH3:10])([CH3:9])[CH3:8].N1C=CC=CC=1.[NH2:38][C:39]1[C:40]([C:45]([NH:47][C:48]2[CH:53]=[CH:52][C:51]([Cl:54])=[CH:50][N:49]=2)=[O:46])=[N:41][CH:42]=[CH:43][CH:44]=1>CN(C=O)C.C(Cl)Cl>[C:7]([O:11][C:12]([NH:14][C@@H:15]1[CH2:16][CH2:17][C@H:18]([O:21][C:22]2[CH:30]=[C:29]([CH3:31])[CH:28]=[CH:27][C:23]=2[C:24]([NH:38][C:39]2[C:40]([C:45]([NH:47][C:48]3[CH:53]=[CH:52][C:51]([Cl:54])=[CH:50][N:49]=3)=[O:46])=[N:41][CH:42]=[CH:43][CH:44]=2)=[S:25])[CH2:19][CH2:20]1)=[O:13])([CH3:8])([CH3:9])[CH3:10]. Yield: 83.7%. Procedure: A solution of oxalyl chloride (1.6 mL, 18 mmol) and CH2Cl2 (12 mL) was added over 7 min to a solution of 2-(cis-4-tert-butoxycarbonylaminocyclohexyloxy)-4-methylthiobenzoic acid (7.00 g, 18.3 mmol), DMF (71 μL, 0.92 mmol), pyridine (1.5 mL, 18.9 mmol) and CH2Cl2 (62 mL) cooled in an ice bath. The bath was removed after the addition was complete. After 1 h the resulting yellow solution was added dropwise over 35 min to a slurry of 3-amino-N-(5-chloropyridin-2-yl)-pyridine-2-carboxamide (4.48 g, 1... Yields the product C(C)(C)(C)OC(=O)N[C@H]1CC[C@H](CC1)OC1=C(C(=S)NC=2C(=NC=CC2)C(=O)NC2=NC=C(C=C2)Cl)C=CC(=C1)C (3-[2-(cis-4-tert-Butoxycarbonylaminocyclohexyloxy)-4-methylthiobenzoylamino]-N-(5-chloropyridin-2-yl)pyridine-2-carboxamide). The solvent is C(Cl)Cl (CH2Cl2), C(Cl)Cl (CH2Cl2), C(Cl)Cl (CH2Cl2). The reactants are FC(C=1C=C(C=C(C1)C(F)(F)F)[C@@H]1[C@@H](N(C(O1)=O)CC1=C(C=CC(=C1)C(F)(F)F)C1=CC(=C(C=C1)F)C(=C)C)C)(F)F ((4S,5R)-5-[3,5-bis(trifluoromethyl)phenyl]-3-{[4′-fluoro-3′-isopropenyl-4-(trifluoromethyl)biphenyl-2-yl]methyl}-4-methyl-1,3-oxazolidin-2-one). Reagents/catalysts: [Pd] (Pd/C). The solvent is CCO (EtOH). Conditions: time 45 minute. The product is FC(C=1C=C(C=C(C1)C(F)(F)F)[C@@H]1[C@@H](N(C(O1)=O)CC1=C(C=CC(=C1)C(F)(F)F)C1=CC(=C(C=C1)F)C(C)C)C)(F)F ((4S,5R)-5-[3,5-bis(trifluoromethyl)phenyl]-3-{[4′-fluoro-3′-isopropyl-4-(trifluoromethyl)biphenyl-2-yl]methyl}-4-methyl-1,3-oxazolidin-2-one). As a reaction SMILES: [F:1][C:2]([F:42])([F:41])[C:3]1[CH:4]=[C:5]([C@H:13]2[O:17][C:16](=[O:18])[N:15]([CH2:19][C:20]3[CH:25]=[C:24]([C:26]([F:29])([F:28])[F:27])[CH:23]=[CH:22][C:21]=3[C:30]3[CH:35]=[CH:34][C:33]([F:36])=[C:32]([C:37]([CH3:39])=[CH2:38])[CH:31]=3)[C@H:14]2[CH3:40])[CH:6]=[C:7]([C:9]([F:12])([F:11])[F:10])[CH:8]=1>CCO.[Pd]>[F:42][C:2]([F:1])([F:41])[C:3]1[CH:4]=[C:5]([C@H:13]2[O:17][C:16](=[O:18])[N:15]([CH2:19][C:20]3[CH:25]=[C:24]([C:26]([F:29])([F:28])[F:27])[CH:23]=[CH:22][C:21]=3[C:30]3[CH:35]=[CH:34][C:33]([F:36])=[C:32]([CH:37]([CH3:39])[CH3:38])[CH:31]=3)[C@H:14]2[CH3:40])[CH:6]=[C:7]([C:9]([F:12])([F:11])[F:10])[CH:8]=1. Procedure details: To a solution of (4S,5R)-5-[3,5-bis(trifluoromethyl)phenyl]-3-{[4′-fluoro-3′-isopropenyl-4-(trifluoromethyl)biphenyl-2-yl]methyl}-4-methyl-1,3-oxazolidin-2-one (Example 119) (18.8 mg, 0.031 mmol) in EtOH (4.5 mL) was added 10% Pd/C (15 mg). The reaction was placed under a H2 atmosphere (balloon) and stirred vigorously. After 45 minutes, the catalyst was removed by filtration. The filtrate was concentrated, and the residue was purified by flash chromatography on silica gel with 15% EtOAc/hexanes.... The reactants are COC=1C=CC(=NC1OC)NC=1C=2N(N=C(C1)C=1C=C(C(=O)O)C=CC1)C=CN2 (3-(8-(5,6-dimethoxypyridin-2-ylamino)imidazo[1,2-b]pyridazin-6-yl)benzoic acid), NC1=CC=C(C(=O)OC(C)(C)C)C=C1 (tert-butyl 4-aminobenzoate), CN1C=NC=C1 (1-methyl-1H-imidazole), CCN=C=NCCCN(C)C (EDCI). Run in CN(C)C=O (DMF), O (water), C(C)(=O)OCC (Ethyl acetate). Reaction conditions: time 16 hour. Product: COC=1C=CC(=NC1OC)NC=1C=2N(N=C(C1)C=1C=C(C(=O)NC3=CC=C(C(=O)OC(C)(C)C)C=C3)C=CC1)C=CN2 (tert-butyl 4-(3-(8-(5,6-dimethoxypyridin-2-ylamino)imidazo[1,2-b]pyridazin-6-yl)benzamido)benzoate). The yield is 54.3%. Reaction SMILES: [CH3:1][O:2][C:3]1[CH:4]=[CH:5][C:6]([NH:11][C:12]2[C:13]3[N:14]([CH:27]=[CH:28][N:29]=3)[N:15]=[C:16]([C:18]3[CH:19]=[C:20]([CH:24]=[CH:25][CH:26]=3)[C:21](O)=[O:22])[CH:17]=2)=[N:7][C:8]=1[O:9][CH3:10].[NH2:30][C:31]1[CH:43]=[CH:42][C:34]([C:35]([O:37][C:38]([CH3:41])([CH3:40])[CH3:39])=[O:36])=[CH:33][CH:32]=1.CN1C=CN=C1.CCN=C=NCCCN(C)C>CN(C=O)C.O.C(OCC)(=O)C>[CH3:1][O:2][C:3]1[CH:4]=[CH:5][C:6]([NH:11][C:12]2[C:13]3[N:14]([CH:27]=[CH:28][N:29]=3)[N:15]=[C:16]([C:18]3[CH:19]=[C:20]([CH:24]=[CH:25][CH:26]=3)[C:21]([NH:30][C:31]3[CH:43]=[CH:42][C:34]([C:35]([O:37][C:38]([CH3:39])([CH3:40])[CH3:41])=[O:36])=[CH:33][CH:32]=3)=[O:22])[CH:17]=2)=[N:7][C:8]=1[O:9][CH3:10]. Procedure details: A mixture of 3-(8-(5,6-dimethoxypyridin-2-ylamino)imidazo[1,2-b]pyridazin-6-yl)benzoic acid (100 mg, 0.26 mmol), tert-butyl 4-aminobenzoate (50 mg, 0.26 mmol), 1-methyl-1H-imidazole (85 mg, 1.02 mmol) and EDCI (200 mg, 1.02 mmol) in DMF (3 mL) was stirred for 16 h at room temperature. Ethyl acetate (10 mL) and water (10 mL) were added to the mixture and the organic layer was washed with brine (10 mL×2) then dried over Na2SO4. The residue was concentrated and purified by chromatography (dichlorom...